This data is from the Open Reaction Database (ORD), a public repository of structured organic reaction records. The task is: describe an organic reaction: reactants, conditions, products, and yield Reactants: O=C(CCCl)c1ccccc1, CC(N)c1ccc(Cl)cc1, C1CCOC1. Yields the product CC(NCCC(=O)c1ccccc1)c1ccc(Cl)cc1. Reaction SMILES: [Cl:11][CH2:12][CH2:13][C:14](=[O:15])[c:16]1[cH:17][cH:18][cH:19][cH:20][cH:21]1.[Cl:1][c:2]1[cH:3][cH:4][c:5]([CH:8]([CH3:9])[NH2:10])[cH:6][cH:7]1.[O:22]1[CH2:23][CH2:24][CH2:25][CH2:26]1>>[Cl:1][c:2]1[cH:3][cH:4][c:5]([CH:8]([CH3:9])[NH:10][CH2:12][CH2:13][C:14](=[O:15])[c:16]2[cH:17][cH:18][cH:19][cH:20][cH:21]2)[cH:6][cH:7]1. The reactants are C(=O)(C(F)(F)F)O (TFA), C(C)(C)(C)OC(=O)NC=1C(=C(CN2CCN(CC2)C(=O)OC(C)(C)C)C=C(C1)C#N)Cl (tert-butyl 4-(3-((tert-butoxycarbonyl)amino)-2-chloro-5-cyanobenzyl)piperazine-1-carboxylate). Run in C(Cl)Cl (DCM). Conditions: time 1 hour. Product: NC=1C=C(C#N)C=C(C1Cl)CN1CCNCC1 (3-amino-4-chloro-5-(piperazin-1-ylmethyl)benzonitrile). Yield: 67.5%. Reaction SMILES: C(O)(C(F)(F)F)=O.C(OC([NH:15][C:16]1[C:17]([Cl:38])=[C:18]([CH:33]=[C:34]([C:36]#[N:37])[CH:35]=1)[CH2:19][N:20]1[CH2:25][CH2:24][N:23](C(OC(C)(C)C)=O)[CH2:22][CH2:21]1)=O)(C)(C)C>C(Cl)Cl>[NH2:15][C:16]1[CH:35]=[C:34]([CH:33]=[C:18]([CH2:19][N:20]2[CH2:21][CH2:22][NH:23][CH2:24][CH2:25]2)[C:17]=1[Cl:38])[C:36]#[N:37]. Reported procedure: TFA (1.0 mL) was added to a solution of tert-butyl 4-(3-((tert-butoxycarbonyl)amino)-2-chloro-5-cyanobenzyl)piperazine-1-carboxylate (59 mg, 0.13 mmol) in DCM (1.0 mL) at room temperature. After 1 hr, the solvent was removed and the residue was dissolved in MeOH and applied onto an SCX column. This was washed with MeOH and the product was eluted with 2N NH3 in MeOH to give 3-amino-4-chloro-5-(piperazin-1-ylmethyl)benzonitrile (22 mg) as oil. The reactants are CC(=O)[O-], CC(=O)O, [Na+], O, O=C1CSC(=S)N1, O=Cc1ccco1. Yields the product O=C1CSC(=S)N1Cc1ccco1. RXN SMILES: [CH3:16][C:17](=[O:18])[O-:19].[CH3:21][C:22](=[O:23])[OH:24].[Na+:15].[OH2:20].[S:8]1[C:9](=[S:10])[NH:11][C:12](=[O:13])[CH2:14]1.[o:1]1[c:2]([CH:6]=[O:7])[cH:3][cH:4][cH:5]1>>[o:1]1[c:2]([CH2:6][N:11]2[C:9](=[S:10])[S:8][CH2:14][C:12]2=[O:13])[cH:3][cH:4][cH:5]1. The reactants are COC(C(CC=C)NC(C1=C(C=CC=C1Cl)Cl)=O)=O (2-(2,6-dichlorobenzamido)pent-4-enoic acid methyl ester), IC1=CC=C(C=C1)N(C1=NC=CC=N1)CC (N-(4-iodophenyl)-N-ethylpyrimidin-2-amine). Product: COC(C(C\C=C\C1=CC=C(C=C1)N(C1=NC=CC=N1)CC)NC(C1=C(C=CC=C1Cl)Cl)=O)=O ((E)-2-(2,6-dichlorobenzamido)-5-[4-(ethyl-pyrimidin-2-ylamino)phenyl]pent-4-enoic acid methyl ester). Yield: 72.9%. As a reaction SMILES: [CH3:1][O:2][C:3](=[O:19])[CH:4]([NH:8][C:9](=[O:18])[C:10]1[C:15]([Cl:16])=[CH:14][CH:13]=[CH:12][C:11]=1[Cl:17])[CH2:5][CH:6]=[CH2:7].I[C:21]1[CH:26]=[CH:25][C:24]([N:27]([CH2:34][CH3:35])[C:28]2[N:33]=[CH:32][CH:31]=[CH:30][N:29]=2)=[CH:23][CH:22]=1>>[CH3:1][O:2][C:3](=[O:19])[CH:4]([NH:8][C:9](=[O:18])[C:10]1[C:11]([Cl:17])=[CH:12][CH:13]=[CH:14][C:15]=1[Cl:16])[CH2:5]/[CH:6]=[CH:7]/[C:21]1[CH:26]=[CH:25][C:24]([N:27]([CH2:34][CH3:35])[C:28]2[N:29]=[CH:30][CH:31]=[CH:32][N:33]=2)=[CH:23][CH:22]=1. Procedure details: In the same manner as in Example 1, 2-(2,6-dichlorobenzamido)pent-4-enoic acid methyl ester (214 mg) was reacted with N-(4-iodophenyl)-N-ethylpyrimidin-2-amine (254 mg) to obtain (E)-2-(2,6-dichlorobenzamido)-5-[4-(ethyl-pyrimidin-2-ylamino)phenyl]pent-4-enoic acid methyl ester (258 mg). Column chromatography (silica gel, eluent: hexane/ethyl acetate=4/1→hexane/ethyl acetate=2/1→hexane/ethyl acetate=1/2) was used for purification.